This data is from the Open Reaction Database (ORD), a public repository of structured organic reaction records. The task is: describe an organic reaction: reactants, conditions, products, and yield Reactants: [N+](=O)([O-])C=CC1=CC=CC=C1 (β-nitrostyrene), [Cl-].[NH4+] (ammonium chloride), C(C)(C)NC(C)C (diisopropylamine), solution, C(CCC)[Li] (n-butyllithium), C(C)OC(OCC)P(OCC)(=O)C (ethyl (diethoxymethyl)methylphosphinate). Solvent: O1CCCC1 (tetrahydrofuran), O1CCCC1 (tetrahydrofuran), CCCCCC (hexane), O1CCCC1 (tetrahydrofuran). Conditions: time 10 minute. Yields the product [N+](=O)([O-])CC(CP(OCC)(=O)C(OCC)OCC)C1=CC=CC=C1 (ethyl 3-nitro-2-phenylpropyl(diethoxymethyl)phosphinate). Reaction SMILES: C(NC(C)C)(C)C.C([Li])CCC.[CH2:13]([O:15][CH:16]([P:20]([CH3:25])(=[O:24])[O:21][CH2:22][CH3:23])[O:17][CH2:18][CH3:19])[CH3:14].[N+:26]([CH:29]=[CH:30][C:31]1[CH:36]=[CH:35][CH:34]=[CH:33][CH:32]=1)([O-:28])=[O:27].[Cl-].[NH4+]>O1CCCC1.CCCCCC>[N+:26]([CH2:29][CH:30]([C:31]1[CH:36]=[CH:35][CH:34]=[CH:33][CH:32]=1)[CH2:25][P:20]([CH:16]([O:17][CH2:18][CH3:19])[O:15][CH2:13][CH3:14])(=[O:24])[O:21][CH2:22][CH3:23])([O-:28])=[O:27] |f:4.5|. Procedure details: To a solution of 5.8 g of diisopropylamine in 40 ml of tetrahydrofuran at -78° C. under an atmosphere of nitrogen are added 35.7 ml of a 1.6M solution of n-butyllithium in hexane. This solution is then stirred for a period of 10 minutes at this temperature, after which time a solution of 10.0 g of ethyl (diethoxymethyl)methylphosphinate in 20 ml of tetrahydrofuran is added. This mixture is then stirred for a period of 1 hour at -78° C. after which time a solution of 8.5 g of β-nitrostyrene in 20... The reactants are S1C(=NC=C1)NS(=O)(=O)C=1C=C2CN(CC2=CC1)C(C(Cl)(Cl)Cl)=O (2-(2,2,2-Trichloro-acetyl)-2,3-dihydro-1H-isoindole-5-sulfonic acid thiazol-2-ylamide), [OH-].[K+] (KOH), C(C)(=O)O (acetic acid). The solvent is CCO (EtOH), O (H2O). Product: S1C(=NC=C1)NS(=O)(=O)C=1C=C2CNCC2=CC1 (2,3-Dihydro-1H-isoindole-5-sulfonic acid thiazol-2-ylamide). RXN SMILES: [S:1]1[CH:5]=[CH:4][N:3]=[C:2]1[NH:6][S:7]([C:10]1[CH:11]=[C:12]2[C:16](=[CH:17][CH:18]=1)[CH2:15][N:14](C(=O)C(Cl)(Cl)Cl)[CH2:13]2)(=[O:9])=[O:8].[OH-].[K+].C(O)(=O)C>CCO.O>[S:1]1[CH:5]=[CH:4][N:3]=[C:2]1[NH:6][S:7]([C:10]1[CH:11]=[C:12]2[C:16](=[CH:17][CH:18]=1)[CH2:15][NH:14][CH2:13]2)(=[O:9])=[O:8] |f:1.2|. Procedure: 2-(2,2,2-Trichloro-acetyl)-2,3-dihydro-1H-isoindole-5-sulfonic acid thiazol-2-ylamide (0.10 g, 0.23 mmol) and KOH (0.03 g, 0.46 mmol) were stirred in a mixture of EtOH (0.5 mL) and H2O (0.13 mL) for 19 h at room temperature. The solution was acidified with acetic acid and concentrated in vacuo. The white solid was used in the next step without further purification. LC/MS (10-99% CH3CN), M/Z: M+1 obs=282.3; tR=2.62 min. The reactants are COC(=O)c1cccc2nc(-c3ccc(C#N)cc3)cn12, CN(C)C=O, O=P(Cl)(Cl)Cl. Yields the product COC(=O)c1cccc2nc(-c3ccc(C#N)cc3)c(C=O)n12. RXN SMILES: [C:6](#[N:7])[c:8]1[cH:9][cH:10][c:11](-[c:14]2[n:15][c:16]3[n:17]([c:18]([C:22](=[O:23])[O:24][CH3:25])[cH:19][cH:20][cH:21]3)[cH:26]2)[cH:12][cH:13]1.[O:27]=[CH:28][N:29]([CH3:30])[CH3:31].[P:1]([Cl:2])([Cl:3])([Cl:4])=[O:5]>>[C:6](#[N:7])[c:8]1[cH:9][cH:10][c:11](-[c:14]2[n:15][c:16]3[n:17]([c:18]([C:22](=[O:23])[O:24][CH3:25])[cH:19][cH:20][cH:21]3)[c:26]2[CH:28]=[O:27])[cH:12][cH:13]1. Starting materials: Cl.NC1=C(C=C(C=C1)O)Cl (4-amino-3-chlorophenol hydrochloride), Br.CN1CCOC2=C1C=C(C=C2)O (4-methyl-3,4-dihydro-2H-1,4-benzoxazin-6-ol hydrobromide), OO (hydrogen peroxide). Solvent: O (water), N (ammonia), O (water), N (ammonia), CC(=O)C (acetone). Run at time 30 minute. The product is ClC1=C(C=CC(=C1)O)NC=1C(C=C(C(C1)=O)N(C)CCO)=O (2-(2-chloro-4-hydroxyphenylamino)-5-[(2-hydroxyethyl)methylamino][1,4]benzoquinone). Reaction SMILES: Cl.[NH2:2][C:3]1[CH:8]=[CH:7][C:6]([OH:9])=[CH:5][C:4]=1[Cl:10].Br.[CH3:12][N:13]1[C:18]2[CH:19]=[C:20]([OH:23])[CH:21]=[CH:22][C:17]=2[O:16][CH2:15][CH2:14]1.[OH:24]O>O.N.CC(C)=O>[Cl:10][C:4]1[CH:5]=[C:6]([OH:9])[CH:7]=[CH:8][C:3]=1[NH:2][C:21]1[C:20](=[O:23])[CH:19]=[C:18]([N:13]([CH2:14][CH2:15][OH:24])[CH3:12])[C:17](=[O:16])[CH:22]=1 |f:0.1,2.3|. Reported procedure: To a solution of 0.90 g (0.005 mol) of 4-amino-3-chlorophenol hydrochloride in 8 ml of water and 2 ml of 20% aqueous ammonia is added a solution of 1.23 g (0.005 mol) of 4-methyl-3,4-dihydro-2H-1,4-benzoxazin-6-ol hydrobromide in 3 ml of water, 1 ml of 20% aqueous ammonia and 10 ml of acetone. 17 ml of 6% aqueous hydrogen peroxide solution are added and the mixture is stirred at room temperature for 6 hours 30 minutes. After 12 hours at 6° C., the precipitate formed is filtered off and dried. Th...